Dataset: the Open Reaction Database (ORD), a public repository of structured organic reaction records. Task: describe an organic reaction: reactants, conditions, products, and yield The reactants are C[O-], CO, O=c1c(Cl)nc2ccccc2n1-c1ccc(Cl)cc1, [Na+], O. The product is COc1nc2ccccc2n(-c2ccc(Cl)cc2)c1=O. Reaction SMILES: [CH3:20][O-:21].[CH3:24][OH:25].[Cl:1][c:2]1[c:3](=[O:19])[n:4](-[c:12]2[cH:13][cH:14][c:15]([Cl:18])[cH:16][cH:17]2)[c:5]2[cH:6][cH:7][cH:8][cH:9][c:10]2[n:11]1.[Na+:22].[OH2:23]>>[c:2]1([O:21][CH3:20])[c:3](=[O:19])[n:4](-[c:12]2[cH:13][cH:14][c:15]([Cl:18])[cH:16][cH:17]2)[c:5]2[cH:6][cH:7][cH:8][cH:9][c:10]2[n:11]1. Starting materials: CC(C)=CCCC(C)=CCBr, C#CCOC(=O)c1cc(OC)c(O)c(OC)c1. Product: C#CCOC(=O)c1cc(OC)c(OCC=C(C)CCC=C(C)C)c(OC)c1. Reaction SMILES: [CH2:18]([CH:19]=[C:20]([CH3:21])[CH2:22][CH2:23][CH:24]=[C:25]([CH3:26])[CH3:27])[Br:28].[CH2:1]([C:2]#[CH:3])[O:4][C:5]([c:6]1[cH:7][c:8]([O:9][CH3:10])[c:11]([OH:12])[c:13]([O:14][CH3:15])[cH:16]1)=[O:17]>>[CH2:1]([C:2]#[CH:3])[O:4][C:5]([c:6]1[cH:7][c:8]([O:9][CH3:10])[c:11]([O:12][CH2:18][CH:19]=[C:20]([CH3:21])[CH2:22][CH2:23][CH:24]=[C:25]([CH3:26])[CH3:27])[c:13]([O:14][CH3:15])[cH:16]1)=[O:17]. The reactants are alkali hydroxide, COC(=O)C1=C(NC(=C(C1C1=CC(=CC=C1)[N+](=O)[O-])C(=O)O)C)C (3-methoxycarbonyl-2,6-dimethyl-4-(m-nitrophenyl)-1,4-dihydropyridine-5-carboxylic acid), CC=1NC(=C(C(C1C(=O)OC)C1=CC(=CC=C1)[N+](=O)[O-])C(=O)OC)C (dimethyl 2,6-dimethyl-4-(m-nitrophenyl)-1,4-dihydropyridine-3,5-dicarboxylate), CC=1NC(=C(C(C1C(=O)OCCN(C)CC1=CC=CC=C1)C1=CC(=CC=C1)[N+](=O)[O-])C(=O)OC)C (2-(N-benzyl-N-methylamino)ethyl methyl 2,6-dimethyl-4(m-nitrophenyl)-1,4-dihydropyridine-3,5-dicarboxylate). Product: OCCN(CC1=CC=CC=C1)C (N-(2-hydroxyethyl)-N-benzyl-methylamine), C1(CCCCC1)N=C=NC1CCCCC1 (N,N'-dicyclohexylcarbodiimide), title compound. As a reaction SMILES: CC1NC(C)=C(C(OC)=O)C([C:22]2[CH:27]=[CH:26][CH:25]=[C:24]([N+:28]([O-])=O)[CH:23]=2)C=1C([O:10][CH2:11][CH2:12][N:13]([CH2:15][C:16]1[CH:21]=[CH:20][CH:19]=[CH:18][CH:17]=1)[CH3:14])=O.CC1NC(C)=C(C(OC)=O)C([C:47]2[CH:52]=[CH:51][CH:50]=[C:49]([N+:53]([O-])=O)[CH:48]=2)C=1C(OC)=O.[CH3:61]OC(C1C(C2C=CC=C([N+]([O-])=O)C=2)C(C(O)=O)=C(C)NC=1C)=O>>[OH:10][CH2:11][CH2:12][N:13]([CH3:14])[CH2:15][C:16]1[CH:21]=[CH:20][CH:19]=[CH:18][CH:17]=1.[CH:49]1([N:53]=[C:61]=[N:28][CH:24]2[CH2:23][CH2:22][CH2:27][CH2:26][CH2:25]2)[CH2:48][CH2:47][CH2:52][CH2:51][CH2:50]1. Procedure details: A new, technologically easily feasible process for the preparation of 2-(N-benzyl-N-methylamino)ethyl methyl 2,6-dimethyl-4(m-nitrophenyl)-1,4-dihydropyridine-3,5-dicarboxylate, comprising a partrial hydrolysis of dimethyl 2,6-dimethyl-4-(m-nitrophenyl)-1,4-dihydropyridine-3,5-dicarboxylate in an inert organic solvent at a temperature between room temperature and the reflux temperature of the reaction mixture with an aqueous solution of alkali hydroxide and the reaction of the obtained 3-methoxy... The reactants are [N+](=[N-])=CC(=O)OCC (ethyl diazoacetate), C(CCC)[Li] (n-butyllithium), COC1=CC=C(C=C1)C1(C=CC(CC1)=O)C1=CC=C(C=C1)OC (4,4-bis(4-methoxyphenyl)cyclohex-2-enone), C(C)(C)[N-]C(C)C.[Li+] (lithium diisopropylamide). The solvent is C(C)(=O)O (acetic acid), O1CCCC1 (tetrahydrofuran), O1CCCC1 (tetrahydrofuran), C(C)(C)NC(C)C (diisopropylamine), C(C)OCC (ethyl ether), CCCCCC (hexane). Conditions: temperature -70 celsius, time 3 hour. Product: COC1=CC=C(C=C1)C1(C=CC=2C(=NNC2C1)C(=O)OCC)C1=CC=C(C=C1)OC (ethyl 6,6-bis(4-methoxyphenyl)-6,7-dihydro-1H-indazole-3-carboxylate). RXN SMILES: [N+:1](=[CH:3][C:4]([O:6][CH2:7][CH3:8])=[O:5])=[N-:2].[CH3:9][O:10][C:11]1[CH:16]=[CH:15][C:14]([C:17]2([C:24]3[CH:29]=[CH:28][C:27]([O:30][CH3:31])=[CH:26][CH:25]=3)[CH2:22][CH2:21][C:20](=O)[CH:19]=[CH:18]2)=[CH:13][CH:12]=1.C([N-]C(C)C)(C)C.[Li+].C([Li])CCC>O1CCCC1.CCCCCC.C(NC(C)C)(C)C.C(OCC)C.C(O)(=O)C>[CH3:31][O:30][C:27]1[CH:26]=[CH:25][C:24]([C:17]2([C:14]3[CH:13]=[CH:12][C:11]([O:10][CH3:9])=[CH:16][CH:15]=3)[CH2:18][C:19]3[NH:2][N:1]=[C:3]([C:4]([O:6][CH2:7][CH3:8])=[O:5])[C:20]=3[CH:21]=[CH:22]2)=[CH:29][CH:28]=1 |f:2.3|. Procedure details: 0.9 cm3 of ethyl diazoacetate is added, dropwise, to a solution, cooled to −78° C., of 2 g of 4,4-bis(4-methoxyphenyl)cyclohex-2-enone in 50 cm3 of tetrahydrofuran, followed by slow addition of 13 cm3 of a lithium diisopropylamide solution prepared beforehand from 6.5 cm3 of 1.6 M n-butyllithium in hexane and 1.46 cm3 of diisopropylamine in solution in 15 cm3 of tetrahydrofuran. After stirring the reaction mixture at a temperature in the region of −70° C. for 3 hours, 1.2 cm3 of glacial acetic a... Starting materials: COC1=CC=2C[C@H]([C@H]3[C@@H]4CCC([C@@]4(C)CC([C@@H]3C2C=C1)=C)=O)C (3-Methoxy-7α-methyl-11-methyleneestr-1,3,5(10)-trien-17-one), [BH4-].[Na+] (sodium borohydride), 17-ketone, [Li].N (lithium NH3). The product is O[C@@H]1[C@]2(C)[C@@H](CC1)[C@@H]1[C@@H](CC3=CC(CC[C@@H]3[C@H]1C(C2)=C)=O)C (17β-Hydroxy-7α-methyl-11-methyleneestr-4-en-3-one). Reaction SMILES: C[O:2][C:3]1[CH:20]=[CH:19][C:18]2[C@@H:17]3[C@H:8]([C@H:9]4[C@@:13]([CH2:15][C:16]3=[CH2:21])([CH3:14])[C:12](=[O:22])[CH2:11][CH2:10]4)[C@H:7]([CH3:23])[CH2:6][C:5]=2[CH:4]=1.[BH4-].[Na+].[Li].N>>[OH:22][C@H:12]1[CH2:11][CH2:10][C@H:9]2[C@H:8]3[C@H:17]([C:16](=[CH2:21])[CH2:15][C@:13]12[CH3:14])[C@@H:18]1[C:5](=[CH:4][C:3](=[O:2])[CH2:20][CH2:19]1)[CH2:6][C@H:7]3[CH3:23] |f:1.2,3.4,^1:25|. Procedure: 3-Methoxy-7α-methyl-11-methyleneestr-1,3,5(10)-trien-17-one (A-11) was subjected to sodium borohydride reduction of the 17-ketone function, Birch reduction with lithium/NH3 (1), and acid hydrolysis and rearrangement to the title compound. Experimental details are as follows: